This data is from the Open Reaction Database (ORD), a public repository of structured organic reaction records. The task is: describe an organic reaction: reactants, conditions, products, and yield Starting materials: C(=O)C=1C(=C2N(N=CC(=C2NC2=CC=C(C=C2)OC2=CC=CC=C2)C#N)C1)C (6-formyl-5-methyl-4-(4-phenoxy-phenylamino)-pyrrolo[1,2-b]pyridazine-3-carbonitrile), CN1CCNCC1 (1-methyl-piperazine), [BH-](OC(=O)C)(OC(=O)C)OC(=O)C.[Na+] (NaBH(OAc)3). Run in C(Cl)(Cl)Cl (CHCl3), C(Cl)Cl (CH2Cl2). Conditions: time 48 hour. The product is CC=1C(=CN2N=CC(=C(C21)NC2=CC=C(C=C2)OC2=CC=CC=C2)C#N)CN2CCN(CC2)C (5-Methyl-6-(4-methyl-piperazin-1-ylmethyl)-4-(4-phenoxy-phenylamino)-pyrrolo[1,2-b]pyridazine-3-carbonitrile). The yield is 66.6%. As a reaction SMILES: [CH:1]([C:3]1[C:4]([CH3:28])=[C:5]2[C:10]([NH:11][C:12]3[CH:17]=[CH:16][C:15]([O:18][C:19]4[CH:24]=[CH:23][CH:22]=[CH:21][CH:20]=4)=[CH:14][CH:13]=3)=[C:9]([C:25]#[N:26])[CH:8]=[N:7][N:6]2[CH:27]=1)=O.[CH3:29][N:30]1[CH2:35][CH2:34][NH:33][CH2:32][CH2:31]1.[BH-](OC(C)=O)(OC(C)=O)OC(C)=O.[Na+]>C(Cl)Cl.C(Cl)(Cl)Cl>[CH3:28][C:4]1[C:3]([CH2:1][N:33]2[CH2:34][CH2:35][N:30]([CH3:29])[CH2:31][CH2:32]2)=[CH:27][N:6]2[C:5]=1[C:10]([NH:11][C:12]1[CH:17]=[CH:16][C:15]([O:18][C:19]3[CH:20]=[CH:21][CH:22]=[CH:23][CH:24]=3)=[CH:14][CH:13]=1)=[C:9]([C:25]#[N:26])[CH:8]=[N:7]2 |f:2.3|. Reported procedure: A mixture of 6-formyl-5-methyl-4-(4-phenoxy-phenylamino)-pyrrolo[1,2-b]pyridazine-3-carbonitrile (Example 8) (27 mg, 0.073 mmol) and 1-methyl-piperazine (8.1 μl, 0.073 mmol) in CH2Cl2 (2.5 ml) was stirred for 48 h, then treated with NaBH(OAc)3 (46.4 mg, 0.2 mmol) and stirred for 24 h. The mixture was diluted with CHCl3, washed with saturated NaHCO3 and H2O, dried with Na2SO4. Concentrated in vacuo and purified by prep. TLC to give the title compound (22 mg, 66%) (20% MeOH—CHCl3). It has a retent... The reactants are [BH4-].[Na+] (sodium borohydride), Cl (hydrochloric acid), Cl.NCCC(C(=O)O)C1=CC2=C(C=C1)OCO2 (2-Aminoethyl-3,4-methylenedioxyphenylacetic acid hydrochloride), [OH-].[Na+] (sodium hydroxide), C(C1=CC=CC=C1)=O (benzaldehyde). The solvent is O (water), O (water), O (water). Conditions: time 1 hour. Yields the product C(C1=CC=CC=C1)NCCC(C(=O)O)C1=CC2=C(C=C1)OCO2 (2-Benzylaminoethyl-3,4-methylenedioxyphenylacetic acid). RXN SMILES: Cl.[NH2:2][CH2:3][CH2:4][CH:5]([C:9]1[CH:14]=[CH:13][C:12]2[O:15][CH2:16][O:17][C:11]=2[CH:10]=1)[C:6]([OH:8])=[O:7].[OH-].[Na+].[CH:20](=O)[C:21]1[CH:26]=[CH:25][CH:24]=[CH:23][CH:22]=1.[BH4-].[Na+].Cl>O>[CH2:20]([NH:2][CH2:3][CH2:4][CH:5]([C:9]1[CH:14]=[CH:13][C:12]2[O:15][CH2:16][O:17][C:11]=2[CH:10]=1)[C:6]([OH:8])=[O:7])[C:21]1[CH:26]=[CH:25][CH:24]=[CH:23][CH:22]=1 |f:0.1,2.3,5.6|. Procedure details: To a solution of 26 g of the amino acid hydrochloride prepared in Example 5 (0.1 mole), in 80 ml of water, was added 8.4 g of sodium hydroxide (0.21 moles), in 42 ml of water, followed by 11.7 g (0.11 moles) of benzaldehyde. The initially turbid mixture immediately cleared. After one hour, the mixture was evaporated to a thick syrup on the rotary evaporator, the syrup dissolved in 75 ml of ethanol, and the evaporation to syrup repeated. The residue was dissolved in 500 ml of methanol and 6.5 g o... Product: N1(CCCCC1)CC=1C=CC(=NC1)OCCCN1CCCCC1 (5-Piperidin-1-ylmethyl-2-(3-piperidin-1-yl-propoxy)-pyridine). Conditions: time 30 minute. The reactants are N1(CCCCC1)CCCO (3-piperidin-1-yl-propan-1-ol), [H-].[Na+] (NaH), BrC1=NC=C(C=C1)CN1CCCCC1 (2-bromo-5-piperidin-1-ylmethyl-pyridine). Solvent: CN(C)C=O (DMF). Procedure details: To a suspension of NaH (1.5 mmol) in DMF is added 3-piperidin-1-yl-propan-1-ol (1.1 mmol). After 30 min, 2-bromo-5-piperidin-1-ylmethyl-pyridine (1 mmol) is added to the mixture. After 18 h, the reaction is extracted with ethyl acetate (100 mL) and washed with 1 N NaHCO3 (50 mL) and H2O(3×50 mL). The organic layer is dried, concentrated, and chromatographed on SiO2 to provide the title compound. Reaction SMILES: [H-].[Na+].[N:3]1([CH2:9][CH2:10][CH2:11][OH:12])[CH2:8][CH2:7][CH2:6][CH2:5][CH2:4]1.Br[C:14]1[CH:19]=[CH:18][C:17]([CH2:20][N:21]2[CH2:26][CH2:25][CH2:24][CH2:23][CH2:22]2)=[CH:16][N:15]=1>CN(C=O)C>[N:21]1([CH2:20][C:17]2[CH:18]=[CH:19][C:14]([O:12][CH2:11][CH2:10][CH2:9][N:3]3[CH2:8][CH2:7][CH2:6][CH2:5][CH2:4]3)=[N:15][CH:16]=2)[CH2:26][CH2:25][CH2:24][CH2:23][CH2:22]1 |f:0.1|. The reactants are C(=CCC)[Mg]Br (1-butenylmagnesium bromide), FC=1C=CC(=C(C1)CC=O)OC (5-fluoro-2-methoxyphenylacetaldehyde), [Cl-].[NH4+] (ammonium chloride). Solvent: C1CCOC1 (THF). Product: COC1=C(C=C(C=C1)F)CC(CCC=C)O (1-(2′-Methoxy-5′-fluorophenyl)hex-5-en-2-ol). Isolated yield 75.3%. Reaction SMILES: [CH:1]([Mg]Br)=[CH:2][CH2:3][CH3:4].[F:7][C:8]1[CH:9]=[CH:10][C:11]([O:17][CH3:18])=[C:12]([CH2:14][CH:15]=[O:16])[CH:13]=1.[Cl-].[NH4+]>C1COCC1>[CH3:18][O:17][C:11]1[CH:10]=[CH:9][C:8]([F:7])=[CH:13][C:12]=1[CH2:14][CH:15]([OH:16])[CH2:4][CH2:3][CH:2]=[CH2:1] |f:2.3|. Reported procedure: To a solution of 1-butenylmagnesium bromide (0.5 M in THF, 9 mL, 4.5 mmol) at 0° C. was added a solution of 5-fluoro-2-methoxyphenylacetaldehyde (635 mg, 3.8 mmol) in THF (10 mL) dropwise for 15 min. Then the reaction mixture was poured in to a solution of saturated ammonium chloride (40 mL) in a separatory funnel. The organics were extracted with ethyl acetate (3×50 mL) and the combined organic layers were washed with brine (50 mL) and dried over sodium sulfate. The solvent was removed in vacuo... Starting materials: C(C)O (ethanol), NC1=CN(C2=CC(=C(C=C2C1=O)F)NC1CCCCC1)C(CC)CC (3-amino-7-(cyclohexylamino)-1-(1-ethylpropyl)-6-fluoroquinolin-4(1H)-one), N1(N=NC2=C1C=CC=C2)CO (1H-1,2,3-benzotriazol-1-ylmethanol), [BH4-].[Na+] (sodium borohydride). Run in O (water). Conditions: time 8 hour. The product is C1(CCCCC1)NC1=C(C=C2C(C(=CN(C2=C1)C(CC)CC)NC)=O)F (7-(cyclohexylamino)-1-(1-ethylpropyl)-6-fluoro-3-(methylamino)quinolin-4(1H)-one). As a reaction SMILES: [CH2:1](O)C.[NH2:4][C:5]1[C:14](=[O:15])[C:13]2[C:8](=[CH:9][C:10]([NH:17][CH:18]3[CH2:23][CH2:22][CH2:21][CH2:20][CH2:19]3)=[C:11]([F:16])[CH:12]=2)[N:7]([CH:24]([CH2:27][CH3:28])[CH2:25][CH3:26])[CH:6]=1.N1(CO)C2C=CC=CC=2N=N1.[BH4-].[Na+]>O>[CH:18]1([NH:17][C:10]2[CH:9]=[C:8]3[C:13]([C:14](=[O:15])[C:5]([NH:4][CH3:1])=[CH:6][N:7]3[CH:24]([CH2:27][CH3:28])[CH2:25][CH3:26])=[CH:12][C:11]=2[F:16])[CH2:23][CH2:22][CH2:21][CH2:20][CH2:19]1 |f:3.4|. Procedure: To a 4 ml ethanol solution of 220 mg of 3-amino-7-(cyclohexylamino)-1-(1-ethylpropyl)-6-fluoroquinolin-4(1H)-one was added 105 mg of 1H-1,2,3-benzotriazol-1-ylmethanol, followed by overnight stirring at room temperature. Next, 48 mg of sodium borohydride was added to the reaction mixture, followed by stirring for 3 hours. By adding water to the resulting reaction mixture and collecting the insoluble materials by filtration, 100 mg of 7-(cyclohexylamino)-1-(1-ethylpropyl)-6-fluoro-3-(methylamino)... Starting materials: C1CCOC1, CCOC(=O)CCCc1ccc(CC(NC(=O)c2ccc(F)c(C(F)(F)F)c2)(c2cc(F)cc(OC(F)(F)C(F)F)c2)c2ccc(Cl)cn2)cc1, Cl, [Li+], [OH-]. As a reaction SMILES: [CH2:54]1[O:55][CH2:56][CH2:57][CH2:58]1.[Cl:1][c:2]1[cH:3][cH:4][c:5]([C:8]([CH2:9][c:10]2[cH:11][cH:12][c:13]([CH2:16][CH2:17][CH2:18][C:19](=[O:20])[O:21][CH2:22][CH3:23])[cH:14][cH:15]2)([c:24]2[cH:25][c:26]([F:37])[cH:27][c:28]([O:30][C:31]([CH:32]([F:33])[F:34])([F:35])[F:36])[cH:29]2)[NH:38][C:39]([c:40]2[cH:41][c:42]([C:47]([F:48])([F:49])[F:50])[c:43]([F:46])[cH:44][cH:45]2)=[O:51])[n:6][cH:7]1.[ClH:59].[Li+:53].[OH-:52]>>[Cl:1][c:2]1[cH:3][cH:4][c:5]([C:8]([CH2:9][c:10]2[cH:11][cH:12][c:13]([CH2:16][CH2:17][CH2:18][C:19](=[O:20])[OH:21])[cH:14][cH:15]2)([c:24]2[cH:25][c:26]([F:37])[cH:27][c:28]([O:30][C:31]([CH:32]([F:33])[F:34])([F:35])[F:36])[cH:29]2)[NH:38][C:39]([c:40]2[cH:41][c:42]([C:47]([F:48])([F:49])[F:50])[c:43]([F:46])[cH:44][cH:45]2)=[O:51])[n:6][cH:7]1. Yields the product O=C(O)CCCc1ccc(CC(NC(=O)c2ccc(F)c(C(F)(F)F)c2)(c2cc(F)cc(OC(F)(F)C(F)F)c2)c2ccc(Cl)cn2)cc1.